This data is from the Open Reaction Database (ORD), a public repository of structured organic reaction records. The task is: describe an organic reaction: reactants, conditions, products, and yield The reactants are C=O, CCO, COc1cc(C(C)C)c2c(c1)S(=O)(=O)NC2=O. Product: COc1cc(C(C)C)c2c(c1)S(=O)(=O)N(CO)C2=O. As a reaction SMILES: [CH2:18]=[O:19].[CH3:20][CH2:21][OH:22].[CH:1]([CH3:2])([CH3:3])[c:4]1[c:5]2[c:11]([cH:12][c:13]([O:15][CH3:16])[cH:14]1)[S:8](=[O:9])(=[O:10])[NH:7][C:6]2=[O:17]>>[CH:1]([CH3:2])([CH3:3])[c:4]1[c:5]2[c:11]([cH:12][c:13]([O:15][CH3:16])[cH:14]1)[S:8](=[O:9])(=[O:10])[N:7]([CH2:18][OH:19])[C:6]2=[O:17]. The reactants are CCO, COC(=O)Cl, ClCCl, Cl, CCOC(=O)CN(C(=O)c1ccc2c(c1)nc(CNc1ccc(C(=N)N)cc1)n2C)c1ccccn1. Yields the product CCOC(=O)CN(C(=O)c1ccc2c(c1)nc(CNc1ccc(C(=N)NC(=O)OC)cc1)n2C)c1ccccn1. Reaction SMILES: [CH2:43]([OH:44])[CH3:45].[Cl:38][C:39](=[O:40])[O:41][CH3:42].[Cl:46][CH2:47][Cl:48].[ClH:1].[n:2]1[c:3]([N:8]([C:9](=[O:10])[c:11]2[cH:12][c:13]3[c:14]([n:15]([CH3:29])[c:16]([CH2:18][NH:19][c:20]4[cH:21][cH:22][c:23]([C:26]([NH2:27])=[NH:28])[cH:24][cH:25]4)[n:17]3)[cH:30][cH:31]2)[CH2:32][C:33](=[O:34])[O:35][CH2:36][CH3:37])[cH:4][cH:5][cH:6][cH:7]1>>[n:2]1[c:3]([N:8]([C:9](=[O:10])[c:11]2[cH:12][c:13]3[c:14]([n:15]([CH3:29])[c:16]([CH2:18][NH:19][c:20]4[cH:21][cH:22][c:23]([C:26](=[NH:27])[NH:28][C:39](=[O:40])[O:41][CH3:42])[cH:24][cH:25]4)[n:17]3)[cH:30][cH:31]2)[CH2:32][C:33](=[O:34])[O:35][CH2:36][CH3:37])[cH:4][cH:5][cH:6][cH:7]1.